This data is from the Open Reaction Database (ORD), a public repository of structured organic reaction records. The task is: describe an organic reaction: reactants, conditions, products, and yield Reactants: Cl (hydrochloride), N1C=C(C2=CC=CC=C12)C=1CCN(CC1)C1CCC(CC1)(C1=CC=CC=C1)N(C)C ({4-[4-(1H-indol-3-yl)-3,6-dihydro-2H-pyridine-1-yl]-1-phenylcyclohexyl}-dimethylamine), Cl[Si](C)(C)C (chlorotrimethylsilane). Run in CC(=O)CC (ethyl methyl ketone). Product: Cl.Cl.N1C=C(C2=CC=CC=C12)C=1CCN(CC1)C1CCC(CC1)(C1=CC=CC=C1)N(C)C ({4-[4-(1H-indol-3-yl)-3,6-dihydro-2H-pyridine-1-yl]-1-phenylcyclohexyl}-dimethylamine dihydrochloride). As a reaction SMILES: [ClH:1].[NH:2]1[C:10]2[C:5](=[CH:6][CH:7]=[CH:8][CH:9]=2)[C:4]([C:11]2[CH2:12][CH2:13][N:14]([CH:17]3[CH2:22][CH2:21][C:20]([N:29]([CH3:31])[CH3:30])([C:23]4[CH:28]=[CH:27][CH:26]=[CH:25][CH:24]=4)[CH2:19][CH2:18]3)[CH2:15][CH:16]=2)=[CH:3]1.[Cl:32][Si](C)(C)C>CC(CC)=O>[ClH:32].[ClH:1].[NH:2]1[C:10]2[C:5](=[CH:6][CH:7]=[CH:8][CH:9]=2)[C:4]([C:11]2[CH2:12][CH2:13][N:14]([CH:17]3[CH2:18][CH2:19][C:20]([N:29]([CH3:31])[CH3:30])([C:23]4[CH:28]=[CH:27][CH:26]=[CH:25][CH:24]=4)[CH2:21][CH2:22]3)[CH2:15][CH:16]=2)=[CH:3]1 |f:4.5.6|. Procedure: To prepare the hydrochloride the diastereoisomer mixture of {4-[4-(1H-indol-3-yl)-3,6-dihydro-2H-pyridine-1-yl]-1-phenylcyclohexyl}-dimethylamine (320 mg, 0.8 mmole) was dissolved in ethyl methyl ketone (5 ml) and chlorotrimethylsilane (255 μl, 2.0 mmole) was added. The solid thereby formed was filtered off and dried. The hydrochloride was thereby obtained in a yield of 378 mg (100%) as a colourless solid (Example 56) with an m.p. of 188°-191° C. The reactants are O=C[C@H](O)[C@@H](O)[C@@H](O)CO (L-arabinose), COC(CN)C (2-methoxy-n-propyl-amine), ClCCN=C=O (2-chloroethyl isocyanate). Product: ClCCNC(=O)N(C1[C@H](O)[C@@H](O)[C@@H](O)CO1)CC(C)OC (1-(2-chloroethyl)-3-(2-methoxy-n-propyl)-3-(L-arabinopyranosyl)urea). The yield is 45.9%. RXN SMILES: O=[CH:2][C@@H:3]([C@H:5]([C@H:7]([CH2:9][OH:10])[OH:8])[OH:6])[OH:4].[CH3:11][O:12][CH:13]([CH3:16])[CH2:14][NH2:15].[Cl:17][CH2:18][CH2:19][N:20]=[C:21]=[O:22]>>[Cl:17][CH2:18][CH2:19][NH:20][C:21]([N:15]([CH2:14][CH:13]([O:12][CH3:11])[CH3:16])[CH:9]1[O:10][CH2:2][C@H:3]([OH:4])[C@H:5]([OH:6])[C@H:7]1[OH:8])=[O:22]. Procedure details: 3.0 g of L-arabinose, 3.6 g of 2-methoxy-n-propyl-amine and 3.5 g of 2-chloroethyl isocyanate are treated in the same manner as described in Example 13-(1). 3.0 g of 1-(2-chloroethyl)-3-(2-methoxy-n-propyl)-3-(L-arabinopyranosyl)urea are thereby obtained as colorless caramel. The reactants are C[C@@H](CNC(=O)OCC1=CC=CC=C1)CCC=C(C)C (2-(R),6-dimethyl-1-benzyloxycarbonylamino-5-heptene), O=[O+][O-] (Ozone), alcohol, CC(=O)C.OS(=O)(=O)O.O=[Cr](=O)=O (Jones reagent). Run in C(Cl)Cl (methylene chloride), CC(=O)C (acetone), O=O (oxygen). Run at time 1 hour. The product is C[C@@H]1CCC(N(C1)C(=O)OCC1=CC=CC=C1)=O (5(R)-methyl-1-benzyloxycarbonyl-2-piperidone). As a reaction SMILES: O=[O+][O-].[CH3:4][C@H:5]([CH2:18][CH2:19][CH:20]=C(C)C)[CH2:6][NH:7][C:8]([O:10][CH2:11][C:12]1[CH:17]=[CH:16][CH:15]=[CH:14][CH:13]=1)=[O:9].CC(C)=[O:26].OS(O)(=O)=O.O=[Cr](=O)=O>O=O.C(Cl)Cl.CC(C)=O>[CH3:4][C@H:5]1[CH2:6][N:7]([C:8]([O:10][CH2:11][C:12]2[CH:13]=[CH:14][CH:15]=[CH:16][CH:17]=2)=[O:9])[C:20](=[O:26])[CH2:19][CH2:18]1 |f:2.3.4|. Procedure: Ozone in oxygen (4%) was passed through a solution of 2-(R),6-dimethyl-1-benzyloxycarbonylamino-5-heptene (9.8 g) in 150 mL of methylene chloride at -78° C. until the blue color persisted. Nitrogen was then bubbled for 15 mins. 16 mL of dimethyl sulfide was added and the mixture was stirred 1 hr as it warmed to room temperature and then concentrated to give a residual oil. This was taken up in 100 mL of acetone and cooled in ice bath. Jones reagent was added dropwise until orange color was susta... Reactants: CC=1C=C(C=CC1OC)C=C1OC2=C(C1=O)C=CC(=C2)O (2-[(3-methyl-4-methoxyphenyl)methylene]-6-hydroxy-3(2H)-benzofuranone), C([O-])([O-])=O.[K+].[K+] (potassium carbonate), CN(C=O)C (dimethylformamide), C1(=CC=C(C=C1)S(=O)(=O)OC)C (methyl p-toluenesulfonate). The solvent is C(C)(=O)OCC (ethyl acetate), O (water), CCCCCC (hexane). Reaction conditions: time 2 hour. Product: CC=1C=C(C=CC1OC)C=C1OC2=C(C1=O)C=CC(=C2)OC (2-[(3-methyl-4-methoxyphenyl)methylene]-6-methoxy-3(2H)-benzofuranone). The yield is 74.2%. RXN SMILES: [CH3:1][C:2]1[CH:3]=[C:4]([CH:10]=[C:11]2[C:15](=[O:16])[C:14]3[CH:17]=[CH:18][C:19]([OH:21])=[CH:20][C:13]=3[O:12]2)[CH:5]=[CH:6][C:7]=1[O:8][CH3:9].[C:22](=O)([O-])[O-].[K+].[K+].CN(C)C=O.C1(C)C=CC(S(OC)(=O)=O)=CC=1>C(OCC)(=O)C.CCCCCC.O>[CH3:1][C:2]1[CH:3]=[C:4]([CH:10]=[C:11]2[C:15](=[O:16])[C:14]3[CH:17]=[CH:18][C:19]([O:21][CH3:22])=[CH:20][C:13]=3[O:12]2)[CH:5]=[CH:6][C:7]=1[O:8][CH3:9] |f:1.2.3|. Reported procedure: To a solution of 2-[(3-methyl-4-methoxyphenyl)methylene]-6-hydroxy-3(2H)-benzofuranone 0.477 g, potassium carbonate 0.583 g and dimethylformamide 5 ml, methyl p-toluenesulfonate 0.314 g was added. After the mixture was stirred for two hours at a temperature of 60° C., water 100 ml was added. The resulting compound was extracted with ethyl acetate 50 ml twice. The ethyl acetate solution was washed with a saturated sodium chloride solution 50 ml twice, dehydrated with anhydrous magnesium sulfate, ... Starting materials: ice, Cl (hydrochloric acid), [OH-].[Na+] (sodium hydroxide), [Cl-].[Al+3].[Cl-].[Cl-] (aluminum chloride), C(C(C)(C)C)C1=CC=CC=C1 (neopentylbenzene), C(C(=O)Cl)(=O)Cl (oxalyl chloride). The solvent is C(C)O (ethyl alcohol), O (water), C(Cl)Cl (methylene chloride). RXN SMILES: [Cl-].[Al+3].[Cl-].[Cl-].[C:5](Cl)(=[O:9])[C:6](Cl)=O.[CH2:11]([C:16]1[CH:21]=[CH:20]C=[CH:18][CH:17]=1)[C:12]([CH3:15])([CH3:14])[CH3:13].Cl.[OH-:23].[Na+]>C(Cl)Cl.C(O)C.O>[CH2:11]([C:16]1[CH:21]=[CH:20][C:6]([C:5]([OH:9])=[O:23])=[CH:18][CH:17]=1)[C:12]([CH3:15])([CH3:14])[CH3:13] |f:0.1.2.3,7.8|. Run at time 5 minute. Reported procedure: To a cooled suspension of 43.0 g of anhydrous aluminum chloride in 250 ml of methylene chloride was added 40.0 g of oxalyl chloride over a period of 25 minutes. The resulting mixture was stirred for 5 minutes and then 43.2 g of neopentylbenzene was added dropwise maintaining a temperature of 0°-5° C. over a period of 35 minutes. The dark red mixture was stirred at an ambient temperature and then heated slowly to reflux for 3 hours, cooled, and poured into a mixture of 250 g of ice and 188 ml of ... Yields the product C(C(C)(C)C)C1=CC=C(C(=O)O)C=C1 (p-neopentylbenzoic acid). Starting materials: CC(C)CCO, COc1cc2nc(Cl)nc(N)c2cc1OC, Cl, CC1(C)CC(=O)C=C(N2CCNCC2)C1. The product is COc1cc2nc(N3CCN(C4=CC(=O)CC(C)(C)C4)CC3)nc(N)c2cc1OC. RXN SMILES: [CH2:33]([OH:34])[CH2:35][CH:36]([CH3:37])[CH3:38].[Cl:1][c:2]1[n:3][c:4]2[cH:5][c:6]([O:15][CH3:16])[c:7]([O:13][CH3:14])[cH:8][c:9]2[c:10]([NH2:12])[n:11]1.[ClH:32].[O:17]=[C:18]1[CH:19]=[C:20]([N:26]2[CH2:27][CH2:28][NH:29][CH2:30][CH2:31]2)[CH2:21][C:22]([CH3:24])([CH3:25])[CH2:23]1>>[c:2]1([N:29]2[CH2:28][CH2:27][N:26]([C:20]3=[CH:19][C:18](=[O:17])[CH2:23][C:22]([CH3:24])([CH3:25])[CH2:21]3)[CH2:31][CH2:30]2)[n:3][c:4]2[cH:5][c:6]([O:15][CH3:16])[c:7]([O:13][CH3:14])[cH:8][c:9]2[c:10]([NH2:12])[n:11]1.